Task: describe an organic reaction: reactants, conditions, products, and yield. Dataset: the Open Reaction Database (ORD), a public repository of structured organic reaction records Reactants: CC(C)([O-])C.[K+] (potassium tert-butoxide), FC(C(C(C(F)(F)F)(F)F)(F)F)(S(=O)(=O)OCC(C(F)F)(F)F)F (2,2,3,3-tetrafluoropropyl perfluorobutanesulfonate), CN(C)C=O (DMF), ClC1=C(C(=O)OC)C=CC(=C1O)S(=O)(=O)CC (methyl 2-chloro-3-hydroxy-4-ethylsulfonylbenzoate). The solvent is O (water). Reaction conditions: temperature 120 celsius. Product: ClC1=C(C(=O)OC)C=CC(=C1OCC(C(F)F)(F)F)S(=O)(=O)CC (methyl 2-chloro-3-(2,2,3,3-tetrafluoropropyloxy)-4-ethylsulfonylbenzoate). RXN SMILES: CC(C)([O-])C.[K+].FC(F)(S([O:22][CH2:23][C:24]([F:29])([F:28])[CH:25]([F:27])[F:26])(=O)=O)C(F)(F)C(F)(F)C(F)(F)F.CN(C=O)C.[Cl:36][C:37]1[C:46](O)=[C:45]([S:48]([CH2:51][CH3:52])(=[O:50])=[O:49])[CH:44]=[CH:43][C:38]=1[C:39]([O:41][CH3:42])=[O:40]>O>[Cl:36][C:37]1[C:46]([O:22][CH2:23][C:24]([F:28])([F:29])[CH:25]([F:26])[F:27])=[C:45]([S:48]([CH2:51][CH3:52])(=[O:50])=[O:49])[CH:44]=[CH:43][C:38]=1[C:39]([O:41][CH3:42])=[O:40] |f:0.1|. Procedure: 1.200 g (4.3 mmol) of potassium tert-butoxide and 1.917 g (4.3 mmol) of 2,2,3,3-tetrafluoropropyl perfluorobutanesulfonate were introduced into 30 ml of DMF in a vessel. At RT, 1200 g (4.3 mol) of methyl 2-chloro-3-hydroxy-4-ethylsulfonylbenzoate were added and the mixture was then heated at 120° C. for 7 h. It was subsequently introduced into water and subjected to extraction with diisopropyl ether. The combined organic phases were washed with water, dried over Na2SO4, and concentrated. Drying ... Reactants: ( iv ), C(C)S(=O)(=O)C1=CC=C(C=C1)S (4-(ethylsulfonyl)benzenethiol), C(C)(=O)NC1=C2C(=C(N(C2=CC=C1)CC(=O)O)C)SC1=CC(=CC=C1)Cl (4-(acetylamino)-3-[(3-chlorophenyl)thio]-2-methyl-1H-indole-1-acetic acid), ( i ). Product: C(C)(=O)NC1=C2C(=C(N(C2=CC=C1)CC(=O)O)C)SC1=CC=C(C=C1)S(=O)(=O)CC (4-(acetylamino)-2-methyl-3-[[4-(ethylsulfonyl)phenyl]thio]-1H-indole-1-acetic acid). As a reaction SMILES: [C:1]([NH:4][C:5]1[CH:13]=[CH:12][CH:11]=[C:10]2[C:6]=1[C:7]([S:19][C:20]1[CH:25]=[CH:24][CH:23]=[C:22](Cl)[CH:21]=1)=[C:8]([CH3:18])[N:9]2[CH2:14][C:15]([OH:17])=[O:16])(=[O:3])[CH3:2].[CH2:27]([S:29](C1C=CC(S)=CC=1)(=[O:31])=[O:30])[CH3:28]>>[C:1]([NH:4][C:5]1[CH:13]=[CH:12][CH:11]=[C:10]2[C:6]=1[C:7]([S:19][C:20]1[CH:25]=[CH:24][C:23]([S:29]([CH2:27][CH3:28])(=[O:31])=[O:30])=[CH:22][CH:21]=1)=[C:8]([CH3:18])[N:9]2[CH2:14][C:15]([OH:17])=[O:16])(=[O:3])[CH3:2]. Reported procedure: The title compound was prepared by the method of Example 5 part (iv) using the product from Example 17 part (i) and 4-(ethylsulfonyl)benzenethiol. The product was purified by preparative hplc (eluent MeCN/NH3 (aq)). Starting materials: ClCCC1OCCC2=CC=CC=C12 (1-(2-chloroethyl)isochroman), Cl.Cl.ClC1=C(C=CC=C1)N1CCNCC1 (1-(2-chlorophenyl)piperazine dihydrochloride), C(C)(C)N(CC)C(C)C (diisopropylethylamine), C(CO)O (ethylene glycol), gas. The solvent is CO (Methanol), CO (methanol). Yields the product Cl.ClC1=C(C=CC=C1)N1CCN(CC1)CCC1OCCC2=CC=CC=C12 (1-(2-Chlorophenyl)-4-[2-(isochroman-1-yl)ethyl]piperazine hydrochloride). As a reaction SMILES: [Cl:1][CH2:2][CH2:3][CH:4]1[C:13]2[C:8](=[CH:9][CH:10]=[CH:11][CH:12]=2)[CH2:7][CH2:6][O:5]1.Cl.Cl.[Cl:16][C:17]1[CH:22]=[CH:21][CH:20]=[CH:19][C:18]=1[N:23]1[CH2:28][CH2:27][NH:26][CH2:25][CH2:24]1.C(N(C(C)C)CC)(C)C.C(O)CO>CO>[ClH:1].[Cl:16][C:17]1[CH:22]=[CH:21][CH:20]=[CH:19][C:18]=1[N:23]1[CH2:28][CH2:27][N:26]([CH2:2][CH2:3][CH:4]2[C:13]3[C:8](=[CH:9][CH:10]=[CH:11][CH:12]=3)[CH2:7][CH2:6][O:5]2)[CH2:25][CH2:24]1 |f:1.2.3,7.8|. Procedure: A mixture of 1-(2-chloroethyl)isochroman (LXIV, PREPARATION 2, 0.497 g, 2.53 mmol), 1-(2-chlorophenyl)piperazine dihydrochloride (XI, 0.952 g, 3.79 mmol), diisopropylethylamine (1.76 ml, 10.1 mmol) and ethylene glycol (5 ml) is heated at 100° for 16 hr. After cooling, the mixture is partitioned between ethyl acetate and saline. The organic phase is dried over magnesium sulfate, concentrated, and the residue chromatographed on silica gel eluting with methanol/dichloromethane (2/98) to give a mate...